This data is from the Open Reaction Database (ORD), a public repository of structured organic reaction records. The task is: describe an organic reaction: reactants, conditions, products, and yield The reactants are ClCCl, CCCCC=C1CCCC1=O. Product: CCCCCC1CCCC1=O. As a reaction SMILES: [CH2:12]([Cl:13])[Cl:14].[CH:1]([CH2:2][CH2:3][CH2:4][CH3:5])=[C:6]1[C:7](=[O:11])[CH2:8][CH2:9][CH2:10]1>>[CH2:1]([CH2:2][CH2:3][CH2:4][CH3:5])[CH:6]1[C:7](=[O:11])[CH2:8][CH2:9][CH2:10]1. Reactants: O=[N+]([O-])c1ccc(Br)cn1, COc1ccc(N)c([N+](=O)[O-])c1, CC(C)(C)[O-], [K+], CN(C)C=O. Yields the product COc1ccc(Nc2ccc(Br)cn2)c([N+](=O)[O-])c1. As a reaction SMILES: [Br:13][c:14]1[cH:15][cH:16][c:17]([N+:20]([O-:21])=[O:22])[n:18][cH:19]1.[CH3:1][O:2][c:3]1[cH:4][c:5]([N+:10](=[O:11])[O-:12])[c:6]([NH2:9])[cH:7][cH:8]1.[CH3:23][C:24]([O-:25])([CH3:26])[CH3:27].[K+:28].[O:29]=[CH:30][N:31]([CH3:32])[CH3:33]>>[CH3:1][O:2][c:3]1[cH:4][c:5]([N+:10](=[O:11])[O-:12])[c:6]([NH:9][c:17]2[cH:16][cH:15][c:14]([Br:13])[cH:19][n:18]2)[cH:7][cH:8]1. Starting materials: N1(CCC1)C1=NN(C(=N1)C=CC1=NN2C(N=C(C=C2C)C)=N1)C (2-(2-(3-(azetidin-1-yl)-1-methyl-1H-1,2,4-triazol-5-yl)vinyl)-5,7-dimethyl-[1,2,4]triazolo[1,5-a]pyrimidine). Reagents/catalysts: [Pd] (palladium on carbon). Solvent: CO (methanol). Run at temperature 25 celsius, time 6 hour. Yields the product N1(CCC1)C=1N=C(N(N1)C)CCC1=NN2C(N=C(C=C2C)C)=N1 (2-[2-(5-azetidin-1-yl-2-methyl-2H-[1,2,4]triazol-3-yl)-ethyl]-5,7-dimethyl-[1,2,4]triazolo[1,5-a]pyrimidine). The yield is 94.8%. Reaction SMILES: [N:1]1([C:5]2[N:9]=[C:8]([CH:10]=[CH:11][C:12]3[N:22]=[C:15]4[N:16]=[C:17]([CH3:21])[CH:18]=[C:19]([CH3:20])[N:14]4[N:13]=3)[N:7]([CH3:23])[N:6]=2)[CH2:4][CH2:3][CH2:2]1>[Pd].CO>[N:1]1([C:5]2[N:9]=[C:8]([CH2:10][CH2:11][C:12]3[N:22]=[C:15]4[N:16]=[C:17]([CH3:21])[CH:18]=[C:19]([CH3:20])[N:14]4[N:13]=3)[N:7]([CH3:23])[N:6]=2)[CH2:4][CH2:3][CH2:2]1. Procedure details: A mixture of 2-(2-(3-(azetidin-1-yl)-1-methyl-1H-1,2,4-triazol-5-yl)vinyl)-5,7-dimethyl-[1,2,4]triazolo[1,5-a]pyrimidine (15 mg, 48.3 μmol, Eq: 1.00) and palladium on carbon 10% (5.14 mg, 4.83 μmol, Eq: 0.1) in methanol (15 ml) was stirred for 6 hours at 25° C. under hydrogen atmosphere. The catalyst was filtered off, evaporation of the solvent afforded 2-[2-(5-azetidin-1-yl-2-methyl-2H-[1,2,4]triazol-3-yl)-ethyl]-5,7-dimethyl-[1,2,4]triazolo[1,5-a]pyrimidine (14.3 mg/94.7%) as a light yellow so... The reactants are palladium tetrakistriphenylphosphine, CC1(OB(OC1(C)C)C=1C=C(SC1)C(=O)OC)C (methyl 4-(4,4,5,5-tetramethyl-1,3,2-dioxaborolan-2-yl)thiophene-2-carboxylate), BrC=1C=NN2C1N=CC(=C2)C=2C=NC=CC2 (3-bromo-6-pyridin-3-ylpyrazolo[1,5-a]pyrimidine), C([O-])(O)=O.[Na+] (sodium bicarbonate), O1CCOCC1 (dioxane). Reaction conditions: temperature 85 celsius. The product is N1=CC(=CC=C1)N1CN2C(C=C1)=C(C=N2)C=2C=C(SC2)C(=O)OC (methyl 4-(6-pyridin-3-ylpyrazolo[1,5-c]pyrimidin-3-yl)thiophene-2-carboxylate). Reaction SMILES: CC1(C)C(C)(C)OB([C:9]2[CH:10]=[C:11]([C:14]([O:16][CH3:17])=[O:15])[S:12][CH:13]=2)O1.Br[C:20]1[CH:21]=[N:22][N:23]2[CH:28]=[C:27](C3C=NC=CC=3)[CH:26]=[N:25][C:24]=12.C(=O)(O)[O-].[Na+].O1[CH2:45][CH2:44]OCC1>>[N:22]1[CH:45]=[CH:44][CH:24]=[C:20]([N:25]2[CH:26]=[CH:27][C:28]3=[C:20]([C:9]4[CH:10]=[C:11]([C:14]([O:16][CH3:17])=[O:15])[S:12][CH:13]=4)[CH:21]=[N:22][N:23]3[CH2:24]2)[CH:21]=1 |f:2.3|. Procedure details: A solution of methyl 4-(4,4,5,5-tetramethyl-1,3,2-dioxaborolan-2-yl)thiophene-2-carboxylate (1.09 g, 4.1 mmol) and 3-bromo-6-pyridin-3-ylpyrazolo[1,5-a]pyrimidine (1.1 g, 4.1 mmol) in dioxane (20 mL) and 1M aqueous sodium bicarbonate (12.2 mL, 12.2 mmol) was degassed with nitrogen and treated with palladium tetrakistriphenylphosphine (0.24 g, 0.20 mmol) and heated to 85° C. for 16 hours. The reaction was cooled to room temperature and partitioned between water/methylene chloride. The organics we... Starting materials: NCC=1SC=CC1C (2-Aminomethyl-3-methylthiophene), C(C)(=O)OC(C)=O (acetic anhydride). Run in N1=CC=CC=C1 (pyridine). The product is C(C)(=O)NCC=1SC=CC1C (N-acetyl-2-aminomethyl-3-methylthiophene). RXN SMILES: [NH2:1][CH2:2][C:3]1[S:4][CH:5]=[CH:6][C:7]=1[CH3:8].[C:9](OC(=O)C)(=[O:11])[CH3:10]>N1C=CC=CC=1>[C:9]([NH:1][CH2:2][C:3]1[S:4][CH:5]=[CH:6][C:7]=1[CH3:8])(=[O:11])[CH3:10]. Procedure details: 2-Aminomethyl-3-methylthiophene (H. D. Hartough, et al., J. Am. Chem. Soc., 70, 4018 [1948]) is dissolved in pyridine and treated with excess acetic anhydride overnight. The solvent is removed under pressure, the residue dissolved in ethyl acetate and washed with dilute hydrochloric acid and sodium bicarbonate solution. The organic extract is dried over magnesium sulfate and evaporated to yield the desired compound. Reactants: O (Water), N1(C=CC=C1)[C@H](C(=O)OC)CC(=O)OC (dimethyl(2S)-2-(1H-pyrrol-1-yl)butanedioate), Cl (HCl), [H-].[H-].[H-].[H-].[Li+].[Al+3] (LiAlH4). The solvent is CCOC(=O)C (AcOEt), C1CCOC1 (THF). The product is N1(C=CC=C1)[C@H](CO)CCO ((2S)-2-(1H-pyrrol-1-yl)butane-1,4-diol). Isolated yield 63.5%. As a reaction SMILES: [N:1]1([C@@H:6]([CH2:11][C:12](OC)=[O:13])[C:7](OC)=[O:8])[CH:5]=[CH:4][CH:3]=[CH:2]1.[H-].[H-].[H-].[H-].[Li+].[Al+3].Cl.O>C1COCC1.CCOC(C)=O>[N:1]1([C@@H:6]([CH2:11][CH2:12][OH:13])[CH2:7][OH:8])[CH:5]=[CH:4][CH:3]=[CH:2]1 |f:1.2.3.4.5.6|. Reported procedure: In a two necked flask cooled in an ice bath and under argon atmosphere, dimethyl(2S)-2-(1H-pyrrol-1-yl)butanedioate (20.3 mmol, 4.3 g) was dissolved in 50 ml of dry THF. LiAlH4 (42 ml, 1 M in THF) was cautiously added and the reaction was let warm up at room temperature. When the reaction was completed, it was cooled again to 0° C. and acidified with 2M HCl. Water and AcOEt were added to the quenched reaction and the organic layer was extracted with brine. The crude residue was purified by chrom... Starting materials: CC(C)(C)OC(=O)N(c1ccc(N2CCOCC2)cc1)c1ncc(-c2cc(C(N)=O)co2)n2ncnc12, O=C([O-])[O-], O=C(O)C(F)(F)F, [Na+], [Na+]. RXN SMILES: [C:1]([O:2][C:3](=[O:4])[N:7]([c:8]1[cH:9][cH:10][c:11]([N:14]2[CH2:15][CH2:16][O:17][CH2:18][CH2:19]2)[cH:12][cH:13]1)[c:20]1[c:21]2[n:22]([c:23](-[c:26]3[o:27][cH:28][c:29]([C:31]([NH2:32])=[O:33])[cH:30]3)[cH:24][n:25]1)[n:34][cH:35][n:36]2)([CH3:5])([CH3:6])[CH3:37].[C:45](=[O:46])([O-:47])[O-:48].[F:38][C:39]([F:40])([F:41])[C:42]([OH:43])=[O:44].[Na+:49].[Na+:50]>>[NH:7]([c:8]1[cH:9][cH:10][c:11]([N:14]2[CH2:15][CH2:16][O:17][CH2:18][CH2:19]2)[cH:12][cH:13]1)[c:20]1[c:21]2[n:22]([c:23](-[c:26]3[o:27][cH:28][c:29]([C:31]([NH2:32])=[O:33])[cH:30]3)[cH:24][n:25]1)[n:34][cH:35][n:36]2. Product: NC(=O)c1coc(-c2cnc(Nc3ccc(N4CCOCC4)cc3)c3ncnn23)c1. Reactants: O=C([O-])[O-], CCCCN=C=O, CCC(C)=O, Cc1cscc1S(N)(=O)=O, [K+], [K+]. Yields the product CCCCNC(=O)NS(=O)(=O)c1cscc1C. As a reaction SMILES: [C:11](=[O:12])([O-:13])[O-:14].[CH2:17]([CH2:18][CH2:19][CH3:20])[N:21]=[C:22]=[O:23].[CH2:24]([C:25]([CH3:26])=[O:27])[CH3:28].[CH3:1][c:2]1[c:3]([S:7](=[O:8])(=[O:9])[NH2:10])[cH:4][s:5][cH:6]1.[K+:15].[K+:16]>>[CH3:1][c:2]1[c:3]([S:7](=[O:8])(=[O:9])[NH:10][C:22]([NH:21][CH2:17][CH2:18][CH2:19][CH3:20])=[O:23])[cH:4][s:5][cH:6]1. Reported procedure: Prepared from 4-((4aR,10bS)-9-ethoxy-8-methoxy-2-methyl-1,2,3,4,4a,10b-hexahydrobenzo[c][1,6]-naphthyridin-6-yl)benzoic acid and rac-benzoic acid 3-isopropylamino-butyl ester as described for example 1. The reactants are C(C)OC1=CC2=C(C(=N[C@@H]3CCN(C[C@H]23)C)C2=CC=C(C(=O)O)C=C2)C=C1OC (4-((4aR,10bS)-9-ethoxy-8-methoxy-2-methyl-1,2,3,4,4a,10b-hexahydrobenzo[c][1,6]-naphthyridin-6-yl)benzoic acid), C(C)(C)NC(CCOC(C1=CC=CC=C1)=O)C (rac-benzoic acid 3-isopropylamino-butyl ester). Product: C(C)OC1=CC2=C(C(=N[C@@H]3CCN(C[C@H]23)C)C2=CC=C(C=C2)C(=O)N(C(CCOC(C2=CC=CC=C2)=O)C)C(C)C)C=C1OC (Benzoic acid 3-({1-[4-((4aR,10bS)-9-ethoxy-8-methoxy-2-methyl-1,2,3,4,4a,10b-hexahydrobenzo[c][1,6]naphthyridin-6-yl)-phenyl]-methanoyl}-isopropyl-amino)-butyl ester). Reaction SMILES: [CH2:1]([O:3][C:4]1[C:27]([O:28][CH3:29])=[CH:26][C:7]2[C:8]([C:17]3[CH:25]=[CH:24][C:20]([C:21]([OH:23])=O)=[CH:19][CH:18]=3)=[N:9][C@H:10]3[C@@H:15]([C:6]=2[CH:5]=1)[CH2:14][N:13]([CH3:16])[CH2:12][CH2:11]3)[CH3:2].[CH:30]([NH:33][CH:34]([CH3:46])[CH2:35][CH2:36][O:37][C:38](=[O:45])[C:39]1[CH:44]=[CH:43][CH:42]=[CH:41][CH:40]=1)([CH3:32])[CH3:31]>>[CH2:1]([O:3][C:4]1[C:27]([O:28][CH3:29])=[CH:26][C:7]2[C:8]([C:17]3[CH:18]=[CH:19][C:20]([C:21]([N:33]([CH:30]([CH3:32])[CH3:31])[CH:34]([CH3:46])[CH2:35][CH2:36][O:37][C:38](=[O:45])[C:39]4[CH:44]=[CH:43][CH:42]=[CH:41][CH:40]=4)=[O:23])=[CH:24][CH:25]=3)=[N:9][C@H:10]3[C@@H:15]([C:6]=2[CH:5]=1)[CH2:14][N:13]([CH3:16])[CH2:12][CH2:11]3)[CH3:2].